Dataset: the Open Reaction Database (ORD), a public repository of structured organic reaction records. Task: describe an organic reaction: reactants, conditions, products, and yield The reactants are Cc1ccccc1, O=C(CBr)c1cccc(C(F)(F)F)c1, C1=C(N2CCCC2)CCCC1, O. Yields the product O=C(CC1CCCCC1=O)c1cccc(C(F)(F)F)c1. Reaction SMILES: [CH3:26][c:27]1[cH:28][cH:29][cH:30][cH:31][cH:32]1.[F:12][C:13]([c:14]1[cH:15][c:16]([C:17]([CH2:18][Br:19])=[O:20])[cH:21][cH:22][cH:23]1)([F:24])[F:25].[N:1]1([C:6]2=[CH:7][CH2:8][CH2:9][CH2:10][CH2:11]2)[CH2:2][CH2:3][CH2:4][CH2:5]1.[OH2:33]>>[C:6]1(=[O:33])[CH:7]([CH2:18][C:17]([c:16]2[cH:15][c:14]([C:13]([F:12])([F:24])[F:25])[cH:23][cH:22][cH:21]2)=[O:20])[CH2:8][CH2:9][CH2:10][CH2:11]1. The reactants are [H][H] (hydrogen), 300, ammonia alcohol, C(COCCO)O (diethylene glycol), C(COCCO)O (diethylene glycol), diol, N (Ammonia), N (ammonia), alcohol. The product is O1CCN(CC1)CCOCCN1CCOCC1 (bis(2-morpholinoethyl) ether). Reaction SMILES: [H][H].[NH3:3].[CH2:4](O)[CH2:5][O:6][CH2:7][CH2:8]O>>[O:6]1[CH2:5][CH2:4][N:3]([CH2:4][CH2:5][O:6][CH2:7][CH2:8][N:3]2[CH2:4][CH2:5][O:6][CH2:7][CH2:8]2)[CH2:8][CH2:7]1. Reported procedure: The pressure was set to a constant 16 bar absolute, the fresh gas flow was set to a constant 300 standard l/h of hydrogen and the circulating gas was set to a constant approx. 300 pressure liters/(lcat·h). Ammonia and diethylene glycol were vaporized separately and preheated diethylene glycol was then introduced into the hot circulating gas stream, after which hot ammonia was fed into the reactor via a pressurized gas pump. The laden circulating gas stream was reacted isothermally at 210° C. (+/... Reactants: OC1=C(C=C(C=C1)CCO)N1N=C2C(=N1)C=CC(=C2)Cl (2-(2'-Hydroxy-5'-hydroxyethylphenyl)-5-chloro-2H-benzotriazole), OC1=C(C=C(C=C1)CCCO)N1N=C2C(=N1)C=CC(=C2)Cl (2-(2'-Hydroxy-5'-hydroxypropylphenyl)-5-chloro-2H-benzotriazole), OC1=C(C=C(C=C1)CCCO)N1N=C2C(=N1)C=CC=C2 (2-(2'-Hydroxy-5'-hydroxypropylphenyl)-2H-benzotriazole), methacrylyloxyalkylphenyl-2H-benzotriazoles. The product is OC1=C(C=C(C=C1)CCO)N1N=C2C(=N1)C=CC=C2 (2-(2'-Hydroxy-5'-hydroxyethylphenyl)-2H-benzotriazole). As a reaction SMILES: [OH:1][C:2]1[CH:7]=[CH:6][C:5]([CH2:8][CH2:9][OH:10])=[CH:4][C:3]=1[N:11]1[N:15]=[C:14]2[CH:16]=[CH:17][C:18](Cl)=[CH:19][C:13]2=[N:12]1.OC1C=CC(CCCO)=CC=1N1N=C2C=CC(Cl)=CC2=N1.OC1C=CC(CCCO)=CC=1N1N=C2C=CC=CC2=N1>>[OH:1][C:2]1[CH:7]=[CH:6][C:5]([CH2:8][CH2:9][OH:10])=[CH:4][C:3]=1[N:11]1[N:15]=[C:14]2[CH:16]=[CH:17][CH:18]=[CH:19][C:13]2=[N:12]1. Reported procedure: In a like manner there are prepared 2-(2'-Hydroxy-5'-hydroxyethylphenyl)-5-chloro-2H-benzotriazole, 2-(2'-Hydroxy-5'-hydroxypropylphenyl)-5-chloro-2H-benzotriazole and 2-(2'-Hydroxy-5'-hydroxypropylphenyl)-2H-benzotriazole from which the corresponding methacrylyloxyalkylphenyl-2H-benzotriazoles are readily prepared in good yield and purity following the general procedures set forth above. The reactants are Cl.N[C@@H]1CC[C@H](CC1)NC(=O)C1=C(NC=2C1=NC=CC2C2=C(C=CC(=C2)F)OCC2CC2)C (N-(trans-4-aminocyclohexyl)-7-[2-(cyclopropylmethoxy)-5-fluorophenyl]-2-methyl-1H-pyrrolo[3,2-b]pyridine-3-carboxamide hydrochloride), C(C)(=O)Cl (acetyl chloride). Product: C(C)(=O)N[C@@H]1CC[C@H](CC1)NC(=O)C1=C(NC=2C1=NC=CC2C2=C(C=CC(=C2)F)OCC2CC2)C (N-[trans-4-(Acetylamino)cyclohexyl]-7-[2-(cyclopropylmethoxy)-5-fluorophenyl]-2-methyl-1H-pyrrolo[3,2-b]pyridine-3-carboxamide). As a reaction SMILES: Cl.[NH2:2][C@H:3]1[CH2:8][CH2:7][C@H:6]([NH:9][C:10]([C:12]2[C:16]3=[N:17][CH:18]=[CH:19][C:20]([C:21]4[CH:26]=[C:25]([F:27])[CH:24]=[CH:23][C:22]=4[O:28][CH2:29][CH:30]4[CH2:32][CH2:31]4)=[C:15]3[NH:14][C:13]=2[CH3:33])=[O:11])[CH2:5][CH2:4]1.[C:34](Cl)(=[O:36])[CH3:35]>>[C:34]([NH:2][C@H:3]1[CH2:8][CH2:7][C@H:6]([NH:9][C:10]([C:12]2[C:16]3=[N:17][CH:18]=[CH:19][C:20]([C:21]4[CH:26]=[C:25]([F:27])[CH:24]=[CH:23][C:22]=4[O:28][CH2:29][CH:30]4[CH2:31][CH2:32]4)=[C:15]3[NH:14][C:13]=2[CH3:33])=[O:11])[CH2:5][CH2:4]1)(=[O:36])[CH3:35] |f:0.1|. Reported procedure: Starting from N-(trans-4-aminocyclohexyl)-7-[2-(cyclopropylmethoxy)-5-fluorophenyl]-2-methyl-1H-pyrrolo[3,2-b]pyridine-3-carboxamide hydrochloride (example D.f8) and commercially acetyl chloride the title compound is obtained as colorless solid.